This data is from the Open Reaction Database (ORD), a public repository of structured organic reaction records. The task is: describe an organic reaction: reactants, conditions, products, and yield The reactants are BrB(Br)Br, COc1cccc(-c2nc3cc(NC(=O)c4c(C(=O)N5CCOCC5)cnn4C)ccn3n2)c1, ClCCl, O. Yields the product Cn1ncc(C(=O)N2CCOCC2)c1C(=O)Nc1ccn2nc(-c3cccc(O)c3)nc2c1. RXN SMILES: [B:35]([Br:36])([Br:37])[Br:38].[CH3:1][O:2][c:3]1[cH:4][c:5](-[c:9]2[n:10][n:11]3[c:12]([cH:13][c:14]([NH:17][C:18](=[O:19])[c:20]4[n:21]([CH3:33])[n:22][cH:23][c:24]4[C:25](=[O:26])[N:27]4[CH2:28][CH2:29][O:30][CH2:31][CH2:32]4)[cH:15][cH:16]3)[n:34]2)[cH:6][cH:7][cH:8]1.[Cl:39][CH2:40][Cl:41].[OH2:42]>>[OH:2][c:3]1[cH:4][c:5](-[c:9]2[n:10][n:11]3[c:12]([cH:13][c:14]([NH:17][C:18](=[O:19])[c:20]4[n:21]([CH3:33])[n:22][cH:23][c:24]4[C:25](=[O:26])[N:27]4[CH2:28][CH2:29][O:30][CH2:31][CH2:32]4)[cH:15][cH:16]3)[n:34]2)[cH:6][cH:7][cH:8]1. The reactants are Cl.C(C)N=C=NCCCN(C)C (1-ethyl-3-(3-dimethylaminopropyl)carbodiimide hydrochloride), NC=1C(=NC=C(C1)C(F)(F)F)NS(=O)(=O)CC (N-(3-amino-5-trifluoromethyl-2-pyridyl)ethanesulfonamide), C1(CCCCC1)C(=O)O (cyclohexanecarboxylic acid). The solvent is C(Cl)Cl (methylene chloride), C(Cl)Cl (methylene chloride). Reaction conditions: time 10 hour. Yields the product C(C)S(=O)(=O)NC1=NC=C(C=C1NC(=O)C1CCCCC1)C(F)(F)F (N-(2-ethylsulfonylamino-5-trifluoromethyl-3-pyridyl)cyclohexanecarboxamide). Yield: 62.5%. Reaction SMILES: Cl.C(N=C=NCCCN(C)C)C.[NH2:13][C:14]1[C:15]([NH:24][S:25]([CH2:28][CH3:29])(=[O:27])=[O:26])=[N:16][CH:17]=[C:18]([C:20]([F:23])([F:22])[F:21])[CH:19]=1.[CH:30]1([C:36](O)=[O:37])[CH2:35][CH2:34][CH2:33][CH2:32][CH2:31]1>C(Cl)Cl>[CH2:28]([S:25]([NH:24][C:15]1[C:14]([NH:13][C:36]([CH:30]2[CH2:35][CH2:34][CH2:33][CH2:32][CH2:31]2)=[O:37])=[CH:19][C:18]([C:20]([F:23])([F:21])[F:22])=[CH:17][N:16]=1)(=[O:27])=[O:26])[CH3:29] |f:0.1|. Procedure: An alternative process will be described. In 20 ml of methylene chloride, 0.5 g of 4-diemthylaminopyridine was dissolved, and 0.78 g of 1-ethyl-3-(3-dimethylaminopropyl)carbodiimide hydrochloride was added and dissolved. Then, 1 g of N-(3-amino-5-trifluoromethyl-2-pyridyl)ethanesulfonamide was added thereto, and 30 minutes later, 0.52 g of cyclohexanecarboxylic acid was added thereto, and stirring was conducted for 10 hours. After completion of the reaction, 40 ml of methylene chloride was added... Starting materials: NCCON=CC=1C(=C(C(=C(C(=O)NOCCO)C1)NC1=C(C=C(C=C1)I)F)F)F (5-[(2-amino-ethoxyimino)-methyl]-3,4-difluoro-2-(2-fluoro-4-iodo-phenylamino)-N-(2-hydroxy-ethoxy)-benzamide), CON(C(C)=O)C(=O)C (N-methoxy-diacetamide). Run in CN(C=O)C (dimethylformamide), CO (methanol). Run at time 14 hour. The product is C(C)(=O)NCCON=CC=1C(=C(C(=C(C(=O)NOCCO)C1)NC1=C(C=C(C=C1)I)F)F)F (5-[(2-acetylamino-ethoxyimino)-methyl]-3,4-difluoro-2-(2-fluoro-4-iodo-phenylamino)-N-(2-hydroxy-ethoxy)-benzamide). Isolated yield 69.8%. As a reaction SMILES: [NH2:1][CH2:2][CH2:3][O:4][N:5]=[CH:6][C:7]1[C:8]([F:30])=[C:9]([F:29])[C:10]([NH:20][C:21]2[CH:26]=[CH:25][C:24]([I:27])=[CH:23][C:22]=2[F:28])=[C:11]([CH:19]=1)[C:12]([NH:14][O:15][CH2:16][CH2:17][OH:18])=[O:13].CON(C(C)=O)[C:34](=[O:36])[CH3:35]>CN(C)C=O.CO>[C:34]([NH:1][CH2:2][CH2:3][O:4][N:5]=[CH:6][C:7]1[C:8]([F:30])=[C:9]([F:29])[C:10]([NH:20][C:21]2[CH:26]=[CH:25][C:24]([I:27])=[CH:23][C:22]=2[F:28])=[C:11]([CH:19]=1)[C:12]([NH:14][O:15][CH2:16][CH2:17][OH:18])=[O:13])(=[O:36])[CH3:35]. Reported procedure: To a solution of 5-[(2-amino-ethoxyimino)-methyl]-3,4-difluoro-2-(2-fluoro-4-iodo-phenylamino)-N-(2-hydroxy-ethoxy)-benzamide (8.14 mg, 0.02 mmol) described in Example 22 in a mixture of dimethylformamide (1 ml) and methanol (5 ml), N-methoxy-diacetamide (100 mg, 0.76 mmol) was added, and the mixture was stirred at room temperature for 14 hours. After completion of the reaction, the solvent was distilled off under reduced pressure, and the resulting residue was purified with Mega Bond Elut silic... The reactants are Cl.CN1CCC(CC1)COC=1C=NC(=NC1)C=1C=C(CN2N=C(C=CC2=O)C=2C=C(C#N)C=CC2)C=CC1 (3-(1-{3-[5-(1-Methyl-piperidin-4-ylmethoxy)-pyrimidin-2-yl]-benzyl}-6-oxo-1,6-dihydro-pyridazin-3-yl)-benzonitrile hydrochloride), A1. Run in O (DI water). Yields the product O.Cl.CN1CCC(CC1)COC=1C=NC(=NC1)C=1C=C(CN2N=C(C=CC2=O)C=2C=C(C#N)C=CC2)C=CC1 (3-(1-{3-[5-(1-methyl-piperidin-4-ylmethoxy)-pyrimidin-2-yl]-benzyl}-6-oxo-1,6-dihydro-pyridazin-3-yl)-benzonitrile hydrochloride hydrate). As a reaction SMILES: [ClH:1].[CH3:2][N:3]1[CH2:8][CH2:7][CH:6]([CH2:9][O:10][C:11]2[CH:12]=[N:13][C:14]([C:17]3[CH:18]=[C:19]([CH:36]=[CH:37][CH:38]=3)[CH2:20][N:21]3[C:26](=[O:27])[CH:25]=[CH:24][C:23]([C:28]4[CH:29]=[C:30]([CH:33]=[CH:34][CH:35]=4)[C:31]#[N:32])=[N:22]3)=[N:15][CH:16]=2)[CH2:5][CH2:4]1>O>[OH2:10].[ClH:1].[CH3:2][N:3]1[CH2:4][CH2:5][CH:6]([CH2:9][O:10][C:11]2[CH:12]=[N:13][C:14]([C:17]3[CH:18]=[C:19]([CH:36]=[CH:37][CH:38]=3)[CH2:20][N:21]3[C:26](=[O:27])[CH:25]=[CH:24][C:23]([C:28]4[CH:29]=[C:30]([CH:33]=[CH:34][CH:35]=4)[C:31]#[N:32])=[N:22]3)=[N:15][CH:16]=2)[CH2:7][CH2:8]1 |f:0.1,3.4.5|. Reported procedure: Approx. 50 mg of 3-(1-{3-[5-(1-Methyl-piperidin-4-ylmethoxy)-pyrimidin-2-yl]-benzyl}-6-oxo-1,6-dihydro-pyridazin-3-yl)-benzonitrile hydrochloride anhydrate in its crystalline modification A1 were spread onto a Petri dish and stored in a closed desiccator over pure DI water (100% relative humidity atmosphere) for 3 weeks. Starting materials: CCC(C)(C)C(=O)O, O=C(NCCC1CC1)c1ccc(N2CCNCC2)nn1. The product is CCC(C)(C)C(=O)N1CCN(c2ccc(C(=O)NCCC3CC3)nn2)CC1. RXN SMILES: [CH3:1][CH2:2][C:3]([CH3:4])([CH3:5])[C:6]([OH:7])=[O:8].[CH:9]1([CH2:12][CH2:13][NH:14][C:15](=[O:16])[c:17]2[n:18][n:19][c:20]([N:23]3[CH2:24][CH2:25][NH:26][CH2:27][CH2:28]3)[cH:21][cH:22]2)[CH2:10][CH2:11]1>>[CH3:1][CH2:2][C:3]([CH3:4])([CH3:5])[C:6](=[O:8])[N:26]1[CH2:25][CH2:24][N:23]([c:20]2[n:19][n:18][c:17]([C:15]([NH:14][CH2:13][CH2:12][CH:9]3[CH2:10][CH2:11]3)=[O:16])[cH:22][cH:21]2)[CH2:28][CH2:27]1. Reactants: C1(=C(C(=O)C(=C(C1=O)Cl)Cl)Cl)Cl (chloranil), ethyl ester, CC1=CC=C2C=3CCCC(C3NC2=C1C)C(=O)O (7,8-dimethyl-1,2,3,4-tetrahydrocarbazole-1-carboxylic acid). Yields the product ethyl ester, CC1=CC=C2C=3C=CC=C(C3NC2=C1C)C(=O)O (7,8-dimethylcarbazole-1-carboxylic acid). The yield is 50.0%. As a reaction SMILES: [CH3:1][C:2]1[C:14]([CH3:15])=[C:13]2[C:5]([C:6]3[CH2:7][CH2:8][CH2:9][CH:10]([C:16]([OH:18])=[O:17])[C:11]=3[NH:12]2)=[CH:4][CH:3]=1.C1(Cl)C(=O)C(Cl)=C(Cl)C(=O)C=1Cl>>[CH3:1][C:2]1[C:14]([CH3:15])=[C:13]2[C:5]([C:6]3[CH:7]=[CH:8][CH:9]=[C:10]([C:16]([OH:18])=[O:17])[C:11]=3[NH:12]2)=[CH:4][CH:3]=1. Reported procedure: Under the conditions of Example 9, the ethyl ester of 7,8-dimethyl-1,2,3,4-tetrahydrocarbazole-1-carboxylic acid is dehydrogenated with chloranil; after recrystallization from isopropyl alcohol, the ethyl ester of 7,8-dimethylcarbazole-1-carboxylic acid is obtained in a 50% yield, m.p. 92° C.